Dataset: the Open Reaction Database (ORD), a public repository of structured organic reaction records. Task: describe an organic reaction: reactants, conditions, products, and yield Reactants: ClCC(=O)C1=C2C=CC(NC2=C(C=C1)O)=O (5-chloroacetyl-8-hydroxycarbostyril), N1CCOCC1 (morpholine), C1=CC=CC=C1 (benzene). Run at time 4 hour. Product: C(C)(CC)NCC(=O)C1=C2C=CC(NC2=C(C=C1)O)=O (5-sec-butylaminoacetyl-8-hydroxycarbostyril). As a reaction SMILES: Cl[CH2:2][C:3]([C:5]1[CH:14]=[CH:13][C:12]([OH:15])=[C:11]2[C:6]=1[CH:7]=[CH:8][C:9](=[O:16])[NH:10]2)=[O:4].[NH:17]1[CH2:22][CH2:21]OCC1.[CH:23]1C=CC=C[CH:24]=1>>[CH:22]([NH:17][CH2:2][C:3]([C:5]1[CH:14]=[CH:13][C:12]([OH:15])=[C:11]2[C:6]=1[CH:7]=[CH:8][C:9](=[O:16])[NH:10]2)=[O:4])([CH2:23][CH3:24])[CH3:21]. Reported procedure: 10 g of 5-chloroacetyl-8-hydroxycarbostyril (IV) prepared in Example 4 or 8 was suspended in 60 ml of benzene, and 9 ml of morpholine was added to the suspension followed by allowing the mixture to react while heating under refluxing and stirring for 4 hours. The reaction mixture was cooled and the resulting precipitate was filtered. The precipitate was dissolved in 60 ml of isopropanol and the solution was adjusted to a pH of 2- 3 with concentrated hydrochloric acid. The resulting acidic soluti... Starting materials: OC=1C=CC(=NC1)OC1=CC=C(C=C1)CCC(C)NC(C)=O (N-{3-[4-(5-Hydroxypyridin-2-yloxy)phenyl]-1-methylpropyl}acetamide), BrCC1CCC1 (bromomethylcyclobutane). Product: C1(CCC1)COC=1C=CC(=NC1)OC1=CC=C(C=C1)CCC(C)NC(C)=O (N-{3-[4-(5-Cyclobutylmethoxypyridin-2-yloxy)phenyl]-1-methylpropyl}acetamide). RXN SMILES: [OH:1][C:2]1[CH:3]=[CH:4][C:5]([O:8][C:9]2[CH:14]=[CH:13][C:12]([CH2:15][CH2:16][CH:17]([NH:19][C:20](=[O:22])[CH3:21])[CH3:18])=[CH:11][CH:10]=2)=[N:6][CH:7]=1.Br[CH2:24][CH:25]1[CH2:28][CH2:27][CH2:26]1>>[CH:25]1([CH2:24][O:1][C:2]2[CH:3]=[CH:4][C:5]([O:8][C:9]3[CH:14]=[CH:13][C:12]([CH2:15][CH2:16][CH:17]([NH:19][C:20](=[O:22])[CH3:21])[CH3:18])=[CH:11][CH:10]=3)=[N:6][CH:7]=2)[CH2:28][CH2:27][CH2:26]1. Procedure: N-{3-[4-(5-Hydroxypyridin-2-yloxy)phenyl]-1-methylpropyl}acetamide was reacted with bromomethylcyclobutane in analogy to example 10b. Reactants: COC(=O)C1=CC=C(C=C1)CCN(C1C=2C=CC(=NC2CCC1)C(=O)OCC)CCC1=C(C=CC=C1)OCC1=CC=C(C=C1)CCC1=CC=C(C=C1)C(F)(F)F (Ethyl 5-[{2-[4-(methoxycarbonyl)phenyl]ethyl}(2-{2-[(4-{2-[4-(trifluoromethyl)phenyl]ethyl}-benzyl)oxy]phenyl}ethyl)amino]-5,6,7,8-tetrahydroquinoline-2-carboxylate), [OH-].[Na+] (sodium hydroxide). Run in O1CCOCC1 (dioxane). Run at time 8 hour. Yields the product C(=O)(O)C1=CC=C(C=C1)CCN(C1C=2C=CC(=NC2CCC1)C(=O)O)CCC1=C(C=CC=C1)OCC1=CC=C(C=C1)CCC1=CC=C(C=C1)C(F)(F)F (5-{[2-(4-Carboxyphenyl)ethyl](2-{2-[(4-{2-[4-(trifluoromethyl)phenyl]ethyl}benzyl)oxy]phenyl}-ethyl)amino}-5,6,7,8-tetrahydroquinoline-2-carboxylic acid). RXN SMILES: C[O:2][C:3]([C:5]1[CH:10]=[CH:9][C:8]([CH2:11][CH2:12][N:13]([CH2:29][CH2:30][C:31]2[CH:36]=[CH:35][CH:34]=[CH:33][C:32]=2[O:37][CH2:38][C:39]2[CH:44]=[CH:43][C:42]([CH2:45][CH2:46][C:47]3[CH:52]=[CH:51][C:50]([C:53]([F:56])([F:55])[F:54])=[CH:49][CH:48]=3)=[CH:41][CH:40]=2)[CH:14]2[CH2:23][CH2:22][CH2:21][C:20]3[N:19]=[C:18]([C:24]([O:26]CC)=[O:25])[CH:17]=[CH:16][C:15]2=3)=[CH:7][CH:6]=1)=[O:4].[OH-].[Na+]>O1CCOCC1>[C:3]([C:5]1[CH:10]=[CH:9][C:8]([CH2:11][CH2:12][N:13]([CH2:29][CH2:30][C:31]2[CH:36]=[CH:35][CH:34]=[CH:33][C:32]=2[O:37][CH2:38][C:39]2[CH:40]=[CH:41][C:42]([CH2:45][CH2:46][C:47]3[CH:48]=[CH:49][C:50]([C:53]([F:55])([F:54])[F:56])=[CH:51][CH:52]=3)=[CH:43][CH:44]=2)[CH:14]2[CH2:23][CH2:22][CH2:21][C:20]3[N:19]=[C:18]([C:24]([OH:26])=[O:25])[CH:17]=[CH:16][C:15]2=3)=[CH:7][CH:6]=1)([OH:4])=[O:2] |f:1.2|. Reported procedure: 98 mg (0.13 mmol) of ethyl 5-[{2-[4-(methoxycarbonyl)phenyl]ethyl}(2-{2-[(4-{2-[4-(trifluoromethyl)phenyl]ethyl}benzyl)oxy]phenyl}ethyl)amino]-5,6,7,8-tetrahydroquinoline-2-carboxylate (Enantiomer 2, Example 156A) were dissolved in 2.5 ml of dioxane, 0.4 ml of 1 N aqueous sodium hydroxide solution was added and the mixture was then stirred at room temperature overnight. After the reaction had gone to completion, the dioxane was removed on a rotary evaporator and the mixture that remained was dil... The solvent is C1CCOC1 (THF). Procedure: To a solution of 5-bromo-2-propyl-4-(((2-tetrahydropyranyl)oxy)methyl)oxazole (2.376 g, 7.82 mmol), prepared as in Example 29c, in 60 mL of THF and cooled to -78° C. was added n-buthylithium (8.75 mmol). The resulting solution was stirred for 30 minutes at -78° C., and 1.0 mL (12.9 mmol) of methyl chloroformate was added. The reaction mixture was stirred at -78° C. for 5 minutes and at 0° for 30 minutes. The reaction was quenched by the addition of satd NaHCO3, the layers were separated, and the... RXN SMILES: Br[C:2]1[O:6][C:5]([CH2:7][CH2:8][CH3:9])=[N:4][C:3]=1[CH2:10][O:11][CH:12]1[CH2:17][CH2:16][CH2:15][CH2:14][O:13]1.Cl[C:19]([O:21][CH3:22])=[O:20]>C1COCC1>[CH2:7]([C:5]1[O:6][C:2]([C:19]([O:21][CH3:22])=[O:20])=[C:3]([CH2:10][O:11][CH:12]2[CH2:17][CH2:16][CH2:15][CH2:14][O:13]2)[N:4]=1)[CH2:8][CH3:9]. Reaction conditions: temperature -78 celsius, time 30 minute. The product is C(CC)C=1OC(=C(N1)COC1OCCCC1)C(=O)OC (2-propyl-4-(((2-tetrahydropyranyl)oxy)methyl)oxazole-5-carboxylic acid, methyl ester). Yield: 74.9%. Reactants: BrC1=C(N=C(O1)CCC)COC1OCCCC1 (5-bromo-2-propyl-4-(((2-tetrahydropyranyl)oxy)methyl)oxazole), ClC(=O)OC (methyl chloroformate). Starting materials: BrC=1C=C(C=CC1OCC(=C)C)CC(=O)[O-] ([3-bromo-4-(2-methylallyloxy)phenyl]acetate), BrC=1C=C(C=CC1OCC(=C)C)CC(=O)[O-] ([3-bromo-4-(2-methylallyloxy)phenyl]acetate), C1(=CC=CC=C1)C (toluene), C(CCC)[SnH](CCCC)CCCC (tributylstannane), [OH-].[Na+] (sodium hydroxide), aqueous solution, Cl (HCl). Run in O (water), CO (Methanol), O (water), C(C)(=O)OCC (ethyl acetate). Reaction conditions: temperature 90 celsius, time 2 hour. Yields the product CC1(COC2=C1C=C(C=C2)O)C (3,3-dimethyl-2H-benzofuran-5-ol). Reaction SMILES: Br[C:2]1[CH:3]=[C:4](CC([O-])=O)[CH:5]=[CH:6][C:7]=1[O:8][CH2:9][C:10]([CH3:12])=[CH2:11].C1(C)C=CC=CC=1.C([SnH](CCCC)CCCC)CCC.[OH-:37].[Na+].Cl>C(OCC)(=O)C.O.CO>[CH3:12][C:10]1([CH3:11])[C:6]2[CH:5]=[C:4]([OH:37])[CH:3]=[CH:2][C:7]=2[O:8][CH2:9]1 |f:3.4|. Procedure details: To a solution of [3-bromo-4-(2-methylallyloxy)phenyl]acetate (Intermediate 43, 190 mg, 0.67 mmol) in toluene (5 mL) azobisisobutyronitrile (0.13 g, 0.80 mmol) and tributylstannane (0.39 g, 1.33 mmol) were added and the reaction mixture was stirred for 2 hours at 90° C. Methanol (5 mL), water (3 mL) and sodium hydroxide 2M solution in water (0.67 ml, 1.33 mmol) were added and the reaction mixture was stirred for 1 hour at room temperature. A 2N aqueous solution of HCl was added while the pH was a... Reactants: CCO, Fc1ccc(CCl)cc1F, S=C1NC(c2ccccc2)C(c2ccccc2)N1. The product is Cl, Fc1ccc(CSC2=NC(c3ccccc3)C(c3ccccc3)N2)cc1F. Reaction SMILES: [CH3:29][CH2:30][OH:31].[F:19][c:20]1[cH:21][c:22]([CH2:23][Cl:24])[cH:25][cH:26][c:27]1[F:28].[c:1]1([CH:7]2[NH:8][C:9](=[S:18])[NH:10][CH:11]2[c:12]2[cH:13][cH:14][cH:15][cH:16][cH:17]2)[cH:2][cH:3][cH:4][cH:5][cH:6]1>>[ClH:24].[c:1]1([CH:7]2[NH:8][C:9]([S:18][CH2:23][c:22]3[cH:21][c:20]([F:19])[c:27]([F:28])[cH:26][cH:25]3)=[N:10][CH:11]2[c:12]2[cH:13][cH:14][cH:15][cH:16][cH:17]2)[cH:2][cH:3][cH:4][cH:5][cH:6]1. Starting materials: BrC1=CC2=C(N3C4=C(C(N2)=S)C=CC=C4CC3)C=C1 (9-Bromo-1,2-dihydrobenzo[b]pyrrolo[3,2,1-jk][1,4]benzodiazepin-6-thione), O.NN (hydrazine hydrate). The solvent is C1=CC=CC=C1 (benzene). Reaction conditions: time 8 hour. Product: BrC1=CC2=C(N3C4=C(C(N2)=NN)C=CC=C4CC3)C=C1 (9-Bromo-6-hydrazono-1,2,6,7-tetrahydrobenzo[b]pyrrolo[3,2,1-jk][1,4]benzodiazepine). The yield is 59.5%. RXN SMILES: [Br:1][C:2]1[CH:19]=[CH:18][C:5]2[N:6]3[CH2:17][CH2:16][C:15]4[C:7]3=[C:8]([CH:12]=[CH:13][CH:14]=4)[C:9](=S)[NH:10][C:4]=2[CH:3]=1.O.[NH2:21][NH2:22]>C1C=CC=CC=1>[Br:1][C:2]1[CH:19]=[CH:18][C:5]2[N:6]3[CH2:17][CH2:16][C:15]4[C:7]3=[C:8]([CH:12]=[CH:13][CH:14]=4)[C:9](=[N:21][NH2:22])[NH:10][C:4]=2[CH:3]=1 |f:1.2|. Procedure details: 9-Bromo-1,2-dihydrobenzo[b]pyrrolo[3,2,1-jk][1,4]benzodiazepin-6-thione (4 g), hydrazine hydrate (4 ml) and benzene (150 ml) were combined and refluxed overnight. The reaction mixture was concentrated to approximately 50 ml and, after standing overnight, the precipitate was filtered. Recrystallization of the filter cake from chloroform/ether gave 2.35 g (59.5%) of product, mp 260° C. (dec). Starting materials: C[Ti](C)(C1=CC=CC1)C1=CC=CC1, CC(C)(C)OC(=O)N1CCCC2(CCN(Cc3ccccc3)C2)C1=O, Cc1ccccc1, c1ccncc1. Product: C=C1N(C(=O)OC(C)(C)C)CCCC12CCN(Cc1ccccc1)C2. As a reaction SMILES: [C:39]1([Ti:40]([C:41]2=[CH:45][CH:44]=[CH:43][CH2:42]2)([CH3:46])[CH3:47])=[CH:51][CH:50]=[CH:49][CH2:48]1.[CH2:1]([c:2]1[cH:3][cH:4][cH:5][cH:6][cH:7]1)[N:8]1[CH2:9][C:10]2([CH2:11][CH2:12]1)[C:13](=[O:25])[N:14]([C:18](=[O:19])[O:20][C:21]([CH3:22])([CH3:23])[CH3:24])[CH2:15][CH2:16][CH2:17]2.[CH3:26][c:27]1[cH:28][cH:29][cH:30][cH:31][cH:32]1.[cH:33]1[cH:34][cH:35][n:36][cH:37][cH:38]1>>[CH2:1]([c:2]1[cH:3][cH:4][cH:5][cH:6][cH:7]1)[N:8]1[CH2:9][C:10]2([CH2:11][CH2:12]1)[C:13](=[CH2:26])[N:14]([C:18](=[O:19])[O:20][C:21]([CH3:22])([CH3:23])[CH3:24])[CH2:15][CH2:16][CH2:17]2. Product: CCCCCCC=CC1CC(=O)CCC1C(C)C. As a reaction SMILES: [CH3:11][CH2:12][O:13][CH2:14][CH3:15].[CH3:9][Li:10].[CH:19]([CH3:20])([CH3:21])[CH:22]1[CH:23]=[CH:24][C:25](=[O:28])[CH2:26][CH2:27]1.[CH:1]#[C:2][CH2:3][CH2:4][CH2:5][CH2:6][CH2:7][CH3:8].[CH:32]12[Zr:33]3456789([CH:34]%10[CH:35]3[CH:36]4[CH:37]5[CH:38]6%10)[CH:39]([CH:40]17)[CH:41]8[CH:42]29.[Cu:16][C:17]#[N:18].[Cu:43].[Ni:29]([Cl:30])[Cl:31]>>[CH:1](=[CH:2][CH2:3][CH2:4][CH2:5][CH2:6][CH2:7][CH3:8])[CH:23]1[CH:22]([CH:19]([CH3:20])[CH3:21])[CH2:27][CH2:26][C:25](=[O:28])[CH2:24]1. Reactants: CCOCC, [Li]C, CC(C)C1C=CC(=O)CC1, C#CCCCCCC, C12C3C4C5C1[Zr]23451678C2C1C6C7C28, N#C[Cu], [Cu], Cl[Ni]Cl.